Dataset: the Open Reaction Database (ORD), a public repository of structured organic reaction records. Task: describe an organic reaction: reactants, conditions, products, and yield Starting materials: Cl[SiH2]C=C(C)C (chlorodimethylvinylsilane), ClC[Si](C)(C)C (chloromethyltrimethylsilane), C1CCOC1 (THF), C(C)(C)(C)OC (methyl tertbutyl ether). Conditions: time 1 hour. The product is C[Si](C=C)(C[SiH](C)C)C (3,3,5-trimethyl-3,5-disila-1-hexene). The yield is 72.0%. As a reaction SMILES: ClC[Si:3]([CH3:6])([CH3:5])[CH3:4].Cl[SiH2:8][CH:9]=C(C)C.[C:13](OC)([CH3:16])(C)C.[CH2:19]1COCC1>>[CH3:19][Si:8]([CH3:9])([CH2:4][SiH:3]([CH3:6])[CH3:5])[CH:13]=[CH2:16]. Reported procedure: In a procedure analogous to the above paragraph, a Grignard solution was prepared from 68 g (0.55 mol) of chloromethyltrimethylsilane in 150 ml of THF and was then added dropwise at 10° C. to a solution containing chlorodimethylvinylsilane, (available from ABCR GmbH, 7500 Karlsruhe) (2 hours). The mixture was then warmed to room temperature and finally kept at 35° C. for 1 hour, during which a voluminous precipitate formed. Hydrolysis, extraction by shaking with methyl tertbutyl ether, phase sep...